From a dataset of the Open Reaction Database (ORD), a public repository of structured organic reaction records. describe an organic reaction: reactants, conditions, products, and yield The reactants are [BH4-].[Na+] (sodium borohydride), F[C@@H]1[C@@H]2C=3C=CC(=CC3C[C@H]([C@H]2[C@@H]2CCC([C@@]2(C)C1)=O)CCCCCCN(CCCCCCCC(C(F)(F)F)(F)F)C)O (11β-fluoro-3-hydroxy-7α-{6-[methyl-(8,8,9,9,9-pentafluorononyl)amino]hexyl}oestra-1,3,5(10)-trien-17-one), [Cl-].[Na+] (sodium chloride). The solvent is C(C)O (ethanol). Reaction conditions: time 1 hour. Yields the product F[C@@H]1[C@@H]2C=3C=CC(=CC3C[C@H]([C@H]2[C@@H]2CC[C@@H]([C@@]2(C)C1)O)CCCCCCN(CCCCCCCC(C(F)(F)F)(F)F)C)O (11β-Fluoro-7α-{6-[methyl-(8,8,9,9,9-pentafluoro-nonyl)amino]hexyl}oestra-1,3,5(10)-triene-3,17β-diol). As a reaction SMILES: [F:1][C@H:2]1[CH2:19][C@@:17]2([CH3:18])[C@@H:13]([CH2:14][CH2:15][C:16]2=[O:20])[C@H:12]2[C@H:3]1[C:4]1[CH:5]=[CH:6][C:7]([OH:43])=[CH:8][C:9]=1[CH2:10][C@H:11]2[CH2:21][CH2:22][CH2:23][CH2:24][CH2:25][CH2:26][N:27]([CH3:42])[CH2:28][CH2:29][CH2:30][CH2:31][CH2:32][CH2:33][CH2:34][C:35]([F:41])([F:40])[C:36]([F:39])([F:38])[F:37].[BH4-].[Na+].[Cl-].[Na+]>C(O)C>[F:1][C@H:2]1[CH2:19][C@@:17]2([CH3:18])[C@@H:13]([CH2:14][CH2:15][C@@H:16]2[OH:20])[C@H:12]2[C@H:3]1[C:4]1[CH:5]=[CH:6][C:7]([OH:43])=[CH:8][C:9]=1[CH2:10][C@H:11]2[CH2:21][CH2:22][CH2:23][CH2:24][CH2:25][CH2:26][N:27]([CH3:42])[CH2:28][CH2:29][CH2:30][CH2:31][CH2:32][CH2:33][CH2:34][C:35]([F:40])([F:41])[C:36]([F:37])([F:38])[F:39] |f:1.2,3.4|. Procedure details: 89 mg of 11β-fluoro-3-hydroxy-7α-{6-[methyl-(8,8,9,9,9-pentafluorononyl)amino]hexyl}oestra-1,3,5(10)-trien-17-one are dissolved in 2 ml of ethanol and treated with 22 mg of sodium borohydride. After stirring at room temperature for 1 hour, the solvent is for the most part stripped off in vacuo, the residue is treated with sodium chloride solution, and the mixture is extracted 3 times with methylene chloride, dried over magnesium sulphate and concentrated in vacuo. Preparative thin-layer chromato... The reactants are CC(=O)O, CC(C)(C)OC(=O)N1CCCc2cccnc21, ClCCl, O=C1CCC(=O)N1Br. Yields the product CC(C)(C)OC(=O)N1CCCc2cc(Br)cnc21. As a reaction SMILES: [C:18]([OH:19])(=[O:20])[CH3:21].[C:1]([CH3:2])([CH3:3])([CH3:4])[O:5][C:6](=[O:7])[N:8]1[CH2:9][CH2:10][CH2:11][c:12]2[cH:13][cH:14][cH:15][n:16][c:17]21.[Cl:30][CH2:31][Cl:32].[O:22]=[C:23]1[N:24]([Br:29])[C:25](=[O:26])[CH2:27][CH2:28]1>>[C:1]([CH3:2])([CH3:3])([CH3:4])[O:5][C:6](=[O:7])[N:8]1[CH2:9][CH2:10][CH2:11][c:12]2[cH:13][c:14]([Br:29])[cH:15][n:16][c:17]21. Reactants: CCO, ClCCl, [Cl-], COc1cc(C(=O)N2Cc3cccn3Cc3ccccc32)ccc1[N+](=O)[O-], C1CCOC1, O, O. The product is COc1cc(C(=O)N2Cc3cccn3Cc3ccccc32)ccc1N. As a reaction SMILES: [CH2:31]([OH:32])[CH3:33].[CH2:39]([Cl:40])[Cl:41].[Cl-:30].[N+:1]([O-:2])(=[O:3])[c:4]1[c:5]([O:26][CH3:27])[cH:6][c:7]([C:8](=[O:9])[N:10]2[CH2:11][c:12]3[n:13]([cH:21][cH:22][cH:23]3)[CH2:14][c:15]3[c:16]2[cH:17][cH:18][cH:19][cH:20]3)[cH:24][cH:25]1.[O:34]1[CH2:35][CH2:36][CH2:37][CH2:38]1.[OH2:28].[OH2:29]>>[NH2:1][c:4]1[c:5]([O:26][CH3:27])[cH:6][c:7]([C:8](=[O:9])[N:10]2[CH2:11][c:12]3[n:13]([cH:21][cH:22][cH:23]3)[CH2:14][c:15]3[c:16]2[cH:17][cH:18][cH:19][cH:20]3)[cH:24][cH:25]1. The reactants are C=C(C)C(=O)[O-], CO[Si](CCC[n+]1ccc(N(C)C)cc1)(OC)OC, [Cl-], CO[Si](CCCCl)(OC)OC, [K+]. Yields the product C=C(C)C(=O)OCCC[Si](OC)(OC)OC. As a reaction SMILES: [C:1]([C:2](=[CH2:3])[CH3:4])(=[O:5])[O-:6].[CH3:20][O:21][Si:22]([O:23][CH3:24])([O:25][CH3:26])[CH2:27][CH2:28][CH2:29][n+:30]1[cH:31][cH:32][c:33]([N:34]([CH3:35])[CH3:36])[cH:37][cH:38]1.[Cl-:19].[Cl:8][CH2:9][CH2:10][CH2:11][Si:12]([O:13][CH3:14])([O:15][CH3:16])[O:17][CH3:18].[K+:7]>>[C:1]([C:2](=[CH2:3])[CH3:4])(=[O:5])[O:6][CH2:9][CH2:10][CH2:11][Si:12]([O:13][CH3:14])([O:15][CH3:16])[O:17][CH3:18]. Starting materials: [K+], [OH-], O, O=C1CCCc2cc(OCCn3ccnc3)ccc21, O=Cc1ccncc1. Product: O=C1C(=Cc2ccncc2)CCc2cc(OCCn3ccnc3)ccc21. RXN SMILES: [K+:29].[OH-:28].[OH2:30].[n:1]1([CH2:6][CH2:7][O:8][c:9]2[cH:10][c:11]3[c:16]([cH:17][cH:18]2)[C:15](=[O:19])[CH2:14][CH2:13][CH2:12]3)[cH:2][n:3][cH:4][cH:5]1.[n:20]1[cH:21][cH:22][c:23]([CH:26]=[O:27])[cH:24][cH:25]1>>[n:1]1([CH2:6][CH2:7][O:8][c:9]2[cH:10][c:11]3[c:16]([cH:17][cH:18]2)[C:15](=[O:19])[C:14](=[CH:26][c:23]2[cH:22][cH:21][n:20][cH:25][cH:24]2)[CH2:13][CH2:12]3)[cH:2][n:3][cH:4][cH:5]1.